Dataset: the Open Reaction Database (ORD), a public repository of structured organic reaction records. Task: describe an organic reaction: reactants, conditions, products, and yield Reactants: CCCCOC(=O)N1CCN(C(=O)C(N)CCCCOCc2ccccc2)CC1, ClCCCl, O=C(O)c1cc(OCC(=O)N2CCCC2C(=O)NC2CCC2)n(-c2ccccc2)n1, CCN(C(C)C)C(C)C, CN(C)C=O, On1nnc2ccccc21. Yields the product CCCCOC(=O)N1CCN(C(=O)C(CCCCOCc2ccccc2)NC(=O)c2cc(OCC(=O)N3CCCC3C(=O)NC3CCC3)n(-c3ccccc3)n2)CC1. RXN SMILES: [CH2:50]([CH2:51][CH2:52][CH3:53])[O:54][C:55](=[O:56])[N:57]1[CH2:58][CH2:59][N:60]([C:63]([CH:64]([CH2:65][CH2:66][CH2:67][CH2:68][O:69][CH2:70][c:71]2[cH:72][cH:73][cH:74][cH:75][cH:76]2)[NH2:77])=[O:78])[CH2:61][CH2:62]1.[CH2:84]([Cl:85])[CH2:86][Cl:87].[CH:1]1([NH:5][C:6](=[O:7])[CH:8]2[N:9]([C:13]([CH2:14][O:15][c:16]3[cH:17][c:18]([C:27](=[O:28])[OH:29])[n:19][n:20]3-[c:21]3[cH:22][cH:23][cH:24][cH:25][cH:26]3)=[O:30])[CH2:10][CH2:11][CH2:12]2)[CH2:2][CH2:3][CH2:4]1.[CH:41]([N:42]([CH2:43][CH3:44])[CH:45]([CH3:46])[CH3:47])([CH3:48])[CH3:49].[O:79]=[CH:80][N:81]([CH3:82])[CH3:83].[OH:31][n:32]1[c:33]2[c:34]([cH:35][cH:36][cH:37][cH:38]2)[n:39][n:40]1>>[CH:1]1([NH:5][C:6](=[O:7])[CH:8]2[N:9]([C:13]([CH2:14][O:15][c:16]3[cH:17][c:18]([C:27](=[O:28])[NH:77][CH:64]([C:63]([N:60]4[CH2:59][CH2:58][N:57]([C:55]([O:54][CH2:50][CH2:51][CH2:52][CH3:53])=[O:56])[CH2:62][CH2:61]4)=[O:78])[CH2:65][CH2:66][CH2:67][CH2:68][O:69][CH2:70][c:71]4[cH:72][cH:73][cH:74][cH:75][cH:76]4)[n:19][n:20]3-[c:21]3[cH:22][cH:23][cH:24][cH:25][cH:26]3)=[O:30])[CH2:10][CH2:11][CH2:12]2)[CH2:2][CH2:3][CH2:4]1. Starting materials: CS(=O)(=O)O, CC(C)O, Fc1ccc(C2CCNCC2COc2ccc3c(c2)OCO3)cc1. The product is CS(=O)(=O)[O-], Fc1ccc(C2CCNCC2COc2ccc3c(c2)OCO3)cc1. As a reaction SMILES: [CH3:25][S:26]([OH:27])(=[O:28])=[O:29].[CH3:30][CH:31]([OH:32])[CH3:33].[CH:1]1([c:18]2[cH:19][cH:20][c:21]([F:22])[cH:23][cH:24]2)[CH2:2][CH2:3][NH:4][CH2:5][CH:6]1[CH2:7][O:8][c:9]1[cH:10][cH:11][c:12]2[c:16]([cH:17]1)[O:15][CH2:14][O:13]2>>[CH3:25][S:26](=[O:27])(=[O:28])[O-:29].[CH:1]1([c:18]2[cH:19][cH:20][c:21]([F:22])[cH:23][cH:24]2)[CH2:2][CH2:3][NH:4][CH2:5][CH:6]1[CH2:7][O:8][c:9]1[cH:10][cH:11][c:12]2[c:16]([cH:17]1)[O:15][CH2:14][O:13]2. Reactants: O=S(=O)(OCC(F)(F)c1ccccn1)C(F)(F)F, [N-]=[N+]=[N-], [Na+], CN(C)C=O, O. Yields the product [N-]=[N+]=NCC(F)(F)c1ccccn1. RXN SMILES: [F:1][C:2]([CH2:3][O:4][S:5]([C:6]([F:7])([F:8])[F:9])(=[O:10])=[O:11])([c:12]1[n:13][cH:14][cH:15][cH:16][cH:17]1)[F:18].[N-:20]=[N+:21]=[N-:22].[Na+:19].[O:24]=[CH:25][N:26]([CH3:27])[CH3:28].[OH2:23]>>[F:1][C:2]([CH2:3][N:20]=[N+:21]=[N-:22])([c:12]1[n:13][cH:14][cH:15][cH:16][cH:17]1)[F:18]. Starting materials: ClC(Cl)Cl, CC(C)(C)OC(=O)N1CC2(CC(C#Cc3ccccc3)=NO2)C1, C(#Cc1ccccc1)C1=NOC2(CCNCC2)C1. Yields the product C(#Cc1ccccc1)C1=NOC2(CNC2)C1. RXN SMILES: [CH:42]([Cl:43])([Cl:44])[Cl:45].[c:19]1([C:25]#[C:26][C:27]2=[N:28][O:29][C:30]3([CH2:31][N:32]([C:34]([O:35][C:36]([CH3:37])([CH3:38])[CH3:39])=[O:40])[CH2:33]3)[CH2:41]2)[cH:20][cH:21][cH:22][cH:23][cH:24]1.[c:1]1([C:2]#[C:3][C:4]2=[N:13][O:12][C:6]3([CH2:5]2)[CH2:7][CH2:8][NH:9][CH2:10][CH2:11]3)[cH:14][cH:15][cH:16][cH:17][cH:18]1>>[c:19]1([C:25]#[C:26][C:27]2=[N:28][O:29][C:30]3([CH2:31][NH:32][CH2:33]3)[CH2:41]2)[cH:20][cH:21][cH:22][cH:23][cH:24]1. Reactants: C(C)OC1=C(C=CC=C1)N1C=NC=C1 (1-(2-ethoxyphenyl)imidazole), BrCCCCCC (1-bromohexane). Solvent: C(C)OCC (diethylether). Product: [Br-].C(C)OC1=C(C=CC=C1)[N+]1=CN(C=C1)CCCCCC (1-(2-ethoxyphenyl)-3-hexyl imidazolium bromide). Reaction SMILES: [CH2:1]([O:3][C:4]1[CH:9]=[CH:8][CH:7]=[CH:6][C:5]=1[N:10]1[CH:14]=[CH:13][N:12]=[CH:11]1)[CH3:2].[Br:15][CH2:16][CH2:17][CH2:18][CH2:19][CH2:20][CH3:21]>C(OCC)C>[Br-:15].[CH2:1]([O:3][C:4]1[CH:9]=[CH:8][CH:7]=[CH:6][C:5]=1[N+:10]1[CH:14]=[CH:13][N:12]([CH2:16][CH2:17][CH2:18][CH2:19][CH2:20][CH3:21])[CH:11]=1)[CH3:2] |f:3.4|. Procedure: According to the general synthesis procedure, 10.00 mmol (1,883 g) 1-(2-ethoxyphenyl)imidazole and 11.00 mmol (1,816 g, 1.59 ml) 1-bromohexane are dissolved in 3 ml diethylether and heated for 12 h to 60° C. As a reaction SMILES: [Br:1][C:2]1[CH:7]=[CH:6][CH:5]=[C:4]([CH2:8]Br)[CH:3]=1.[CH:10]1([C:13]#[N:14])[CH2:12][CH2:11]1>>[Br:1][C:2]1[CH:3]=[C:4]([CH:5]=[CH:6][CH:7]=1)[CH2:8][C:10]1([C:13]#[N:14])[CH2:12][CH2:11]1. Yields the product BrC=1C=C(CC2(CC2)C#N)C=CC1 (1-(3-Bromo-benzyl)-cyclopropanecarbonitrile). Reactants: BrC1=CC(=CC=C1)CBr (1-bromo-3-bromomethyl-benzene), C1(CC1)C#N (cyclopropanecarbonitrile). Procedure details: Prepared according to the procedure described in Example 240, Step 1, using 1-bromo-3-bromomethyl-benzene and cyclopropanecarbonitrile. Reactants: ClCCl, CN1Cc2cc(-c3ccc(CC(NC(=O)C4(NC(=O)OC(C)(C)C)CCOCC4)C(N)=O)cc3)ccc2C1=O. Yields the product CN1Cc2cc(-c3ccc(CC(C#N)NC(=O)C4(NC(=O)OC(C)(C)C)CCOCC4)cc3)ccc2C1=O. Reaction SMILES: [Cl:40][CH2:41][Cl:42].[NH2:1][C:2]([CH:3]([CH2:4][c:5]1[cH:6][cH:7][c:8](-[c:11]2[cH:12][c:13]3[c:17]([cH:18][cH:19]2)[C:16](=[O:20])[N:15]([CH3:21])[CH2:14]3)[cH:9][cH:10]1)[NH:22][C:23](=[O:24])[C:25]1([NH:31][C:32]([O:33][C:34]([CH3:35])([CH3:36])[CH3:37])=[O:38])[CH2:26][CH2:27][O:28][CH2:29][CH2:30]1)=[O:39]>>[N:1]#[C:2][CH:3]([CH2:4][c:5]1[cH:6][cH:7][c:8](-[c:11]2[cH:12][c:13]3[c:17]([cH:18][cH:19]2)[C:16](=[O:20])[N:15]([CH3:21])[CH2:14]3)[cH:9][cH:10]1)[NH:22][C:23](=[O:24])[C:25]1([NH:31][C:32]([O:33][C:34]([CH3:35])([CH3:36])[CH3:37])=[O:38])[CH2:26][CH2:27][O:28][CH2:29][CH2:30]1.